From a dataset of the Open Reaction Database (ORD), a public repository of structured organic reaction records. describe an organic reaction: reactants, conditions, products, and yield The reactants are CC(C)(C)c1ccc(N2C(=O)c3cccc([N+](=O)[O-])c3C2=O)cc1, CO, N#N. The product is CC(C)(C)c1ccc(N2C(=O)c3cccc(N)c3C2=O)cc1. As a reaction SMILES: [C:1]([CH3:2])([CH3:3])([CH3:4])[c:5]1[cH:6][cH:7][c:8]([N:11]2[C:12](=[O:24])[c:13]3[cH:14][cH:15][cH:16][c:17]([N+:21]([O-:22])=[O:23])[c:18]3[C:19]2=[O:20])[cH:9][cH:10]1.[CH3:27][OH:28].[N:25]#[N:26]>>[C:1]([CH3:2])([CH3:3])([CH3:4])[c:5]1[cH:6][cH:7][c:8]([N:11]2[C:12](=[O:24])[c:13]3[cH:14][cH:15][cH:16][c:17]([NH2:21])[c:18]3[C:19]2=[O:20])[cH:9][cH:10]1. Reactants: C[O-].[Na+] (Sodium methoxide), Cl.NC(C)C1(OCCO1)C (2-(1-Aminoethyl)-2-methyl-1,3-dioxolane hydrochloride), C(=O)OCC (ethyl formate). Run in CO (methanol). Conditions: time 4 hour. The product is C(=O)NC(C)C1(OCCO1)C (2-(1-Formamidoethyl)-2-methyl-1,3-dioxolane). Reaction SMILES: Cl.[NH2:2][CH:3]([C:5]1([CH3:10])[O:9][CH2:8][CH2:7][O:6]1)[CH3:4].C[O-].[Na+].[CH:14](OCC)=[O:15]>CO>[CH:14]([NH:2][CH:3]([C:5]1([CH3:10])[O:9][CH2:8][CH2:7][O:6]1)[CH3:4])=[O:15] |f:0.1,2.3|. Reported procedure: 2-(1-Aminoethyl)-2-methyl-1,3-dioxolane hydrochloride (1.3 g, 0.0078 mol) was dissolved in methanol (25 ml). Sodium methoxide (25% w/w in methanol. 1.68 g, 0.0078 mol) was added and the suspension filtered through Celite. The Celite was rinsed with methanol (25 ml) and the combined filtrates had the solvent removed by rotary evaporation (25 Torr, 40° C.). The resulting clear oil was dissolved in ethyl formate (10.36 g. 0.14 mol) and heated to reflux under nitrogen. The reflux was continued for 4... Starting materials: CC(=O)O, O=c1[nH]c2ccc(Cl)cc2c(-c2ccccc2)c1-c1cc(CO)no1. Yields the product O=C(O)c1cc(-c2c(-c3ccccc3)c3cc(Cl)ccc3[nH]c2=O)on1. RXN SMILES: [C:26]([OH:27])(=[O:28])[CH3:29].[Cl:1][c:2]1[cH:3][c:4]2[c:5](-[c:20]3[cH:21][cH:22][cH:23][cH:24][cH:25]3)[c:6](-[c:13]3[cH:14][c:15]([CH2:18][OH:19])[n:16][o:17]3)[c:7](=[O:12])[nH:8][c:9]2[cH:10][cH:11]1>>[Cl:1][c:2]1[cH:3][c:4]2[c:5](-[c:20]3[cH:21][cH:22][cH:23][cH:24][cH:25]3)[c:6](-[c:13]3[cH:14][c:15]([C:18](=[O:19])[OH:28])[n:16][o:17]3)[c:7](=[O:12])[nH:8][c:9]2[cH:10][cH:11]1.